From a dataset of the Open Reaction Database (ORD), a public repository of structured organic reaction records. describe an organic reaction: reactants, conditions, products, and yield The reactants are COCCOCCN(CCOCCOC)CCOCCOC, Cc1ccccc1, O=[N+]([O-])c1ccc(Cl)nc1, [K+], [K+], [K+], O=C([O-])[O-], [OH-], O, OCc1ccccc1. The product is O=[N+]([O-])c1ccc(OCc2ccccc2)nc1. RXN SMILES: [CH3:27][O:28][CH2:29][CH2:30][O:31][CH2:32][CH2:33][N:34]([CH2:35][CH2:36][O:37][CH2:38][CH2:39][O:40][CH3:41])[CH2:42][CH2:43][O:44][CH2:45][CH2:46][O:47][CH3:48].[CH3:49][c:50]1[cH:51][cH:52][cH:53][cH:54][cH:55]1.[Cl:1][c:2]1[n:3][cH:4][c:5]([N+:8](=[O:9])[O-:10])[cH:6][cH:7]1.[K+:20].[K+:21].[K+:22].[O-:23][C:24]([O-:25])=[O:26].[OH-:19].[OH2:56].[OH:11][CH2:12][c:13]1[cH:14][cH:15][cH:16][cH:17][cH:18]1>>[c:2]1([O:11][CH2:12][c:13]2[cH:14][cH:15][cH:16][cH:17][cH:18]2)[n:3][cH:4][c:5]([N+:8](=[O:9])[O-:10])[cH:6][cH:7]1. The reactants are O=c1[nH]c(=O)n(C2C=CC(CO)O2)cc1C=CBr, Cc1ccc(S(=O)(=O)Cl)cc1, CO, ClC(Cl)Cl, c1ccncc1. Yields the product Cc1ccc(S(=O)(=O)OCC2C=CC(n3cc(C=CBr)c(=O)[nH]c3=O)O2)cc1. RXN SMILES: [Br:1][CH:2]=[CH:3][c:4]1[c:5](=[O:18])[nH:6][c:7](=[O:17])[n:8]([CH:9]2[CH:10]=[CH:11][CH:12]([CH2:13][OH:14])[O:15]2)[cH:16]1.[CH3:19][c:20]1[cH:21][cH:22][c:23]([S:26](=[O:27])(=[O:28])[Cl:29])[cH:24][cH:25]1.[CH3:30][OH:31].[CH:32]([Cl:33])([Cl:34])[Cl:35].[cH:36]1[cH:37][cH:38][n:39][cH:40][cH:41]1>>[Br:1][CH:2]=[CH:3][c:4]1[c:5](=[O:18])[nH:6][c:7](=[O:17])[n:8]([CH:9]2[CH:10]=[CH:11][CH:12]([CH2:13][O:14][S:26]([c:23]3[cH:22][cH:21][c:20]([CH3:19])[cH:25][cH:24]3)(=[O:27])=[O:28])[O:15]2)[cH:16]1. Reactants: CCOC(=O)c1ncc2[nH]c3cccc(CO)c3c2c1COC, C1COCCN1, CCO, ClCCl, BrP(Br)Br. Yields the product CCOC(=O)c1ncc2[nH]c3cccc(CN4CCOCC4)c3c2c1COC. RXN SMILES: [CH2:1]([CH3:2])[O:3][C:4](=[O:5])[c:6]1[n:7][cH:8][c:9]2[nH:10][c:11]3[cH:12][cH:13][cH:14][c:15]([CH2:22][OH:23])[c:16]3[c:17]2[c:18]1[CH2:19][O:20][CH3:21].[CH2:28]1[CH2:29][O:30][CH2:31][CH2:32][NH:33]1.[CH3:37][CH2:38][OH:39].[Cl:34][CH2:35][Cl:36].[P:24]([Br:25])([Br:26])[Br:27]>>[CH2:1]([CH3:2])[O:3][C:4](=[O:5])[c:6]1[n:7][cH:8][c:9]2[nH:10][c:11]3[cH:12][cH:13][cH:14][c:15]([CH2:22][N:33]4[CH2:28][CH2:29][O:30][CH2:31][CH2:32]4)[c:16]3[c:17]2[c:18]1[CH2:19][O:20][CH3:21]. Starting materials: C1CCOC1, COP(=O)(CC(=O)COc1ccccc1)OC, CC(C)OC(=O)CCCC1CCC2C(CC(OC3CCCCO3)C2C=O)OC1, [Cl-], [K+], [K+], [K+], [NH4+], O=P([O-])([O-])[O-]. The product is CC(C)OC(=O)CCCC1CCC2C(CC(OC3CCCCO3)C2C=CC(=O)COc2ccccc2)OC1. RXN SMILES: [CH2:56]1[O:57][CH2:58][CH2:59][CH2:60]1.[CH3:1][O:2][P:3](=[O:4])([O:5][CH3:6])[CH2:7][C:8]([CH2:9][O:10][c:11]1[cH:12][cH:13][cH:14][cH:15][cH:16]1)=[O:17].[CH:26](=[O:27])[CH:28]1[CH:29]([O:47][CH:48]2[O:49][CH2:50][CH2:51][CH2:52][CH2:53]2)[CH2:30][CH:31]2[O:32][CH2:33][CH:34]([CH2:38][CH2:39][CH2:40][C:41](=[O:42])[O:43][CH:44]([CH3:45])[CH3:46])[CH2:35][CH2:36][CH:37]12.[Cl-:54].[K+:23].[K+:24].[K+:25].[NH4+:55].[P:18]([O-:19])([O-:20])([O-:21])=[O:22]>>[CH:7]([C:8]([CH2:9][O:10][c:11]1[cH:12][cH:13][cH:14][cH:15][cH:16]1)=[O:17])=[CH:26][CH:28]1[CH:29]([O:47][CH:48]2[O:49][CH2:50][CH2:51][CH2:52][CH2:53]2)[CH2:30][CH:31]2[O:32][CH2:33][CH:34]([CH2:38][CH2:39][CH2:40][C:41](=[O:42])[O:43][CH:44]([CH3:45])[CH3:46])[CH2:35][CH2:36][CH:37]12. Reactants: Cl (hydrochloric acid), C1(=CC=CC=C1)C(C1=CC=CC=C1)OC(=O)C1=C(CS[C@H]2N1C([C@H]2N)=O)SC(SC=2N=NNC2)C(C2=CC=CC=C2)(C2=CC=CC=C2)C2=CC=CC=C2 (7β-amino-3-(trityl-1,2,3-triazol-4-ylthiomethylthio) -3-cephem-4-carboxylic acid diphenylmethyl ester), C(C)(C)(C)OC(=O)NC=1SC=C(N1)C(C(=O)O)=O (2-(2-t-butoxycarbonylaminothiazol-4-yl) glyoxylic acid), CN1CCOCC1 (N- methylmorpholine), P(=O)(OC1=CC=CC=C1)(Cl)Cl (phenyl dichlorophosphate). Solvent: O (water), ClCCl (dichloromethane). Reaction conditions: temperature -30 celsius, time 1 hour. Yields the product C1(=CC=CC=C1)C(C1=CC=CC=C1)OC(=O)C1=C(CS[C@H]2N1C([C@H]2NC(C(=O)C=2N=C(SC2)NC(=O)OC(C)(C)C)=O)=O)SC(SC=2N=NNC2)C(C2=CC=CC=C2)(C2=CC=CC=C2)C2=CC=CC=C2 (7β-[2-(2-t-butoxycarbonylaminothiazol-4-yl)- glyoxylylamino]-3-(trityl-1,2,3-triazol-4-ylthiomethylthio) -3-cephem-4- carboxylic acid diphenylmethyl ester). The yield is 63.5%. RXN SMILES: [C:1]1([CH:7]([O:14][C:15]([C:17]2[N:22]3[C:23](=[O:26])[C@@H:24]([NH2:25])[C@H:21]3[S:20][CH2:19][C:18]=2[S:27][CH:28]([C:35]([C:48]2[CH:53]=[CH:52][CH:51]=[CH:50][CH:49]=2)([C:42]2[CH:47]=[CH:46][CH:45]=[CH:44][CH:43]=2)[C:36]2[CH:41]=[CH:40][CH:39]=[CH:38][CH:37]=2)[S:29][C:30]2[N:31]=[N:32][NH:33][CH:34]=2)=[O:16])[C:8]2[CH:13]=[CH:12][CH:11]=[CH:10][CH:9]=2)[CH:6]=[CH:5][CH:4]=[CH:3][CH:2]=1.[C:54]([O:58][C:59]([NH:61][C:62]1[S:63][CH:64]=[C:65]([C:67](=[O:71])[C:68](O)=[O:69])[N:66]=1)=[O:60])([CH3:57])([CH3:56])[CH3:55].CN1CCOCC1.P(Cl)(Cl)(OC1C=CC=CC=1)=O.Cl>ClCCl.O>[C:1]1([CH:7]([O:14][C:15]([C:17]2[N:22]3[C:23](=[O:26])[C@@H:24]([NH:25][C:68](=[O:69])[C:67]([C:65]4[N:66]=[C:62]([NH:61][C:59]([O:58][C:54]([CH3:56])([CH3:55])[CH3:57])=[O:60])[S:63][CH:64]=4)=[O:71])[C@H:21]3[S:20][CH2:19][C:18]=2[S:27][CH:28]([C:35]([C:48]2[CH:53]=[CH:52][CH:51]=[CH:50][CH:49]=2)([C:42]2[CH:43]=[CH:44][CH:45]=[CH:46][CH:47]=2)[C:36]2[CH:37]=[CH:38][CH:39]=[CH:40][CH:41]=2)[S:29][C:30]2[N:31]=[N:32][NH:33][CH:34]=2)=[O:16])[C:8]2[CH:13]=[CH:12][CH:11]=[CH:10][CH:9]=2)[CH:6]=[CH:5][CH:4]=[CH:3][CH:2]=1. Reported procedure: To a solution of 7β-amino-3-(trityl-1,2,3-triazol-4-ylthiomethylthio) -3-cephem-4-carboxylic acid diphenylmethyl ester (800 mg : 1.06 mMol.) and 2-(2-t-butoxycarbonylaminothiazol-4-yl) glyoxylic acid (303 mg : 1.11 mMol.) in dichloromethane (8 ml) cooling at -30° C., are added N- methylmorpholine (0.27 ml) (2.46 mMol.) and phenyl dichlorophosphate (0.19 ml : 1.27 mMol.), and the mixture is stirred at -30° C. for 1 hour. The reaction mixture is mixed with 10% hydrochloric acid (1 ml), diluted wit... Starting materials: CN1OC2=C(CC(C1)=O)C=CC=C2 (2-methylbenzoxazepine-4-one), CC1(N=C(OC1)C=1SC=CC1)C (4,5-dihydro-4,4-dimethyl-2-(2-thienyl)oxazole), solution, C(CCC)[Li] (n-butyl lithium). The solvent is O1CCCC1 (tetrahydrofuran), CCCCCC (hexane). Run at temperature 0 celsius, time 30 minute. The product is O=C1C2=C(C(NC3=C1C=CC=C3)=O)SC=C2 (9,10-dihydro-4,10-dioxo-4H-thieno [2,3-c][1]benzazepine). RXN SMILES: C[C:2]1([CH3:12])[CH2:6][O:5][C:4]([C:7]2[S:8][CH:9]=[CH:10][CH:11]=2)=[N:3]1.[CH2:13]([Li])[CH2:14][CH2:15]C.CN1CC(=O)CC2C=CC=C[C:21]=2[O:20]1>O1CCCC1.CCCCCC>[O:20]=[C:21]1[C:12]2[CH:13]=[CH:14][CH:15]=[CH:6][C:2]=2[NH:3][C:4](=[O:5])[C:7]2[S:8][CH:9]=[CH:10][C:11]1=2. Procedure: To a solution of 9.0 g at 4,5-dihydro-4,4-dimethyl-2-(2-thienyl)oxazole in 200 ml of tetrahydrofuran, cooled to -78° C., is added 20 ml of a 2.5 molar solution of n-butyl lithium in hexane. The mixture is stirred -78° C. for 15 minutes and at 0° C. for 30 minutes. To the stirred solution is added 6.0 g of 2-methylbenzoxazepine-4-one. The mixture is stirred at room temperature for 16 hours quenched with ice cold water and extracted with chloroform. The extract is concentrated to dryness and 100 m...